Dataset: the Open Reaction Database (ORD), a public repository of structured organic reaction records. Task: describe an organic reaction: reactants, conditions, products, and yield Reactants: C1C(CC2=CC=CC=C12)C(=O)O (Indane-2-carboxylic Acid), N1(CCNCC1)C=1C=C2C=CNC2=CC1 (5-(piperazinyl)-1H-indole). Yields the product C1C(CC2=CC=CC=C12)C(=O)N1CCN(CC1)C=1C=C2C=CNC2=CC1 (5-[4-[(Indan-2-yl)carbonyl]piperazin-1-yl]-1H-indole). RXN SMILES: [CH2:1]1[C:9]2[C:4](=[CH:5][CH:6]=[CH:7][CH:8]=2)[CH2:3][CH:2]1[C:10]([OH:12])=O.[N:13]1([C:19]2[CH:20]=[C:21]3[C:25](=[CH:26][CH:27]=2)[NH:24][CH:23]=[CH:22]3)[CH2:18][CH2:17][NH:16][CH2:15][CH2:14]1>>[CH2:3]1[C:4]2[C:9](=[CH:8][CH:7]=[CH:6][CH:5]=2)[CH2:1][CH:2]1[C:10]([N:16]1[CH2:17][CH2:18][N:13]([C:19]2[CH:20]=[C:21]3[C:25](=[CH:26][CH:27]=2)[NH:24][CH:23]=[CH:22]3)[CH2:14][CH2:15]1)=[O:12]. Reported procedure: Prepared from 9a and 5-(piperazinyl)-1H-indole.